Dataset: the Open Reaction Database (ORD), a public repository of structured organic reaction records. Task: describe an organic reaction: reactants, conditions, products, and yield The reactants are O (water), OCCCCCCCCCCCC(=O)O (12-Hydroxydodecanoic acid), C(Cl)(Cl)Cl (chloroform), C(CCC)(=O)Cl (butyroyl chloride). Solvent: N1=CC=CC=C1 (pyridine). Conditions: time 4 hour. Product: C(CCC)(=O)OCCCCCCCCCCCC(=O)O (12-butyryloxydodecanoic acid). Isolated yield 96.7%. Reaction SMILES: [OH:1][CH2:2][CH2:3][CH2:4][CH2:5][CH2:6][CH2:7][CH2:8][CH2:9][CH2:10][CH2:11][CH2:12][C:13]([OH:15])=[O:14].[C:16](Cl)(=[O:20])[CH2:17][CH2:18][CH3:19].C(Cl)(Cl)Cl.O>N1C=CC=CC=1>[C:16]([O:1][CH2:2][CH2:3][CH2:4][CH2:5][CH2:6][CH2:7][CH2:8][CH2:9][CH2:10][CH2:11][CH2:12][C:13]([OH:15])=[O:14])(=[O:20])[CH2:17][CH2:18][CH3:19]. Reported procedure: 12-Hydroxydodecanoic acid (1 g) was dissolved in pyridine, and butyroyl chloride (0.59 g) was added to the solution in an ice bath. After 4 hours of stirring, the reaction mixture was distributed into chloroform and water, and the chloroform layer was concentrated to give 12-butyryloxydodecanoic acid (1.28 g). Starting materials: COC(=O)c1ccc(OCCCCCCBr)cc1, C[O-], CO, [Na+]. Product: COCCCCCCOc1ccc(C(=O)OC)cc1. RXN SMILES: [Br:1][CH2:2][CH2:3][CH2:4][CH2:5][CH2:6][CH2:7][O:8][c:9]1[cH:10][cH:11][c:12]([C:13](=[O:14])[O:15][CH3:16])[cH:17][cH:18]1.[CH3:19][O-:20].[CH3:22][OH:23].[Na+:21]>>[CH2:2]([CH2:3][CH2:4][CH2:5][CH2:6][CH2:7][O:8][c:9]1[cH:10][cH:11][c:12]([C:13](=[O:14])[O:15][CH3:16])[cH:17][cH:18]1)[O:20][CH3:19]. The reactants are O=C([O-])[O-], CC(C)=O, CCOC(=O)CCl, [K+], [K+], O=c1cc(-c2ccccc2)oc2cccc(O)c12. Yields the product CCOC(=O)COc1cccc2oc(-c3ccccc3)cc(=O)c12. As a reaction SMILES: [C:19](=[O:20])([O-:21])[O-:22].[CH3:32][C:33](=[O:34])[CH3:35].[Cl:25][CH2:26][C:27](=[O:28])[O:29][CH2:30][CH3:31].[K+:23].[K+:24].[OH:1][c:2]1[c:3]2[c:4](=[O:18])[cH:5][c:6](-[c:12]3[cH:13][cH:14][cH:15][cH:16][cH:17]3)[o:7][c:8]2[cH:9][cH:10][cH:11]1>>[O:1]([c:2]1[c:3]2[c:4](=[O:18])[cH:5][c:6](-[c:12]3[cH:13][cH:14][cH:15][cH:16][cH:17]3)[o:7][c:8]2[cH:9][cH:10][cH:11]1)[CH2:26][C:27](=[O:28])[O:29][CH2:30][CH3:31]. RXN SMILES: [C:1]([CH3:2])([CH3:3])([CH3:4])[CH:5]([C:6](=[O:7])[O-:8])[O:9][c:10]1[c:11]([Br:17])[cH:12][c:13]([Cl:16])[cH:14][cH:15]1.[Cl:25][CH2:26][Cl:27].[OH:18][C:19]([C:20]([F:21])([F:22])[F:23])=[O:24]>>[CH2:5]([C:6](=[O:7])[OH:8])[O:9][c:10]1[c:11]([Br:17])[cH:12][c:13]([Cl:16])[cH:14][cH:15]1. Yields the product O=C(O)COc1ccc(Cl)cc1Br. The reactants are CC(C)(C)C(Oc1ccc(Cl)cc1Br)C(=O)[O-], ClCCl, O=C(O)C(F)(F)F. Reactants: CC(C)OC(=O)Cl, Cl, Cc1c(-c2cccnc2)[nH]c2ccc(F)cc12, [H-], [Na+], CN(C)C=O. The product is Cc1c(-c2cccnc2)n(C(=O)OC(C)C)c2ccc(F)cc12. Reaction SMILES: [CH:21]([CH3:22])([CH3:23])[O:24][C:25](=[O:26])[Cl:27].[ClH:1].[F:2][c:3]1[cH:4][c:5]2[c:6]([CH3:18])[c:7](-[c:12]3[cH:13][n:14][cH:15][cH:16][cH:17]3)[nH:8][c:9]2[cH:10][cH:11]1.[H-:20].[Na+:19].[O:28]=[CH:29][N:30]([CH3:31])[CH3:32]>>[F:2][c:3]1[cH:4][c:5]2[c:6]([CH3:18])[c:7](-[c:12]3[cH:13][n:14][cH:15][cH:16][cH:17]3)[n:8]([C:25]([O:24][CH:21]([CH3:22])[CH3:23])=[O:26])[c:9]2[cH:10][cH:11]1. Starting materials: COC1=NC=2C(=NC=NC2N(C1=O)C)N1CCC2(C(NCN2C2=CC=CC=C2)=O)CC1 (6-Methoxy-8-methyl-4-(4-oxo-1-phenyl-1,3,8-triazaspiro[4.5]dec-8-yl)pteridin-7(8H)-one), O.[OH-].[Li+] (lithium hydroxide monohydrate), Cl (hydrochloric acid). Solvent: O (water). Run at temperature 60 celsius, time 48 hour. Yields the product CN1C2=NC=NC(=C2N=C1C(=O)O)N1CCC2(C(NCN2C2=CC=CC=C2)=O)CC1 (9-Methyl-6-(4-oxo-1-phenyl-1,3,8-triazaspiro[4.5]dec-8-yl)-9H-purine-8-carboxylic acid). As a reaction SMILES: C[O:2][C:3]1[C:12](=O)[N:11]([CH3:14])[C:10]2[N:9]=[CH:8][N:7]=[C:6]([N:15]3[CH2:31][CH2:30][C:18]4([N:22]([C:23]5[CH:28]=[CH:27][CH:26]=[CH:25][CH:24]=5)[CH2:21][NH:20][C:19]4=[O:29])[CH2:17][CH2:16]3)[C:5]=2[N:4]=1.[OH2:32].[OH-].[Li+].Cl>O>[CH3:14][N:11]1[C:12]([C:3]([OH:32])=[O:2])=[N:4][C:5]2[C:10]1=[N:9][CH:8]=[N:7][C:6]=2[N:15]1[CH2:31][CH2:30][C:18]2([N:22]([C:23]3[CH:28]=[CH:27][CH:26]=[CH:25][CH:24]=3)[CH2:21][NH:20][C:19]2=[O:29])[CH2:17][CH2:16]1 |f:1.2.3|. Procedure: 6-Methoxy-8-methyl-4-(4-oxo-1-phenyl-1,3,8-triazaspiro[4.5]dec-8-yl)pteridin-7(8H)-one (1 g, 2.37 mmol) was treated with lithium hydroxide monohydrate (0.281 g, 4.74 mmol) tetrahydrofuran (2.5 mL) and water (2.5 mL). This mixture was stirred at 60° C. for 48 hours. The reaction mixture was cool to room temperature acidified to pH 4 with 1 M hydrochloric acid (8 mL) and evaporated under reduced pressure. The resulting crude material was then used in the next step without any further purification.... The reactants are C1(=CC=CC=C1)C1=NN2C(N=CC=C2)=C1CC(=O)O (2-phenylpyrazolo[1,5-a]pyrimidine-3-acetic acid), C(=O)(N1C=NC=C1)N1C=NC=C1 (1,1'-carbonyldiimidazole), C(CC)NCCC (di-n-propylamine). Solvent: O1CCCC1 (tetrahydrofuran), O1CCCC1 (tetrahydrofuran). Conditions: time 4 hour. The product is C1(=CC=CC=C1)C1=NN2C(N=CC=C2)=C1CC(=O)N(CCC)CCC (2-Phenyl-N,N-dipropylpyrazolo[1.5-a]pyrimidine-3-acetamide). Isolated yield 75.5%. RXN SMILES: [C:1]1([C:7]2[C:15]([CH2:16][C:17]([OH:19])=O)=[C:10]3[N:11]=[CH:12][CH:13]=[CH:14][N:9]3[N:8]=2)[CH:6]=[CH:5][CH:4]=[CH:3][CH:2]=1.C(N1C=CN=C1)(N1C=CN=C1)=O.[CH2:32]([NH:35][CH2:36][CH2:37][CH3:38])[CH2:33][CH3:34]>O1CCCC1>[C:1]1([C:7]2[C:15]([CH2:16][C:17]([N:35]([CH2:36][CH2:37][CH3:38])[CH2:32][CH2:33][CH3:34])=[O:19])=[C:10]3[N:11]=[CH:12][CH:13]=[CH:14][N:9]3[N:8]=2)[CH:2]=[CH:3][CH:4]=[CH:5][CH:6]=1. Reported procedure: A mixture of 3.5 g (0.013 mole) of 2-phenylpyrazolo[1,5-a]pyrimidine-3-acetic acid and 2.24 g (0.013 mole) of 1,1'-carbonyldiimidazole in 150 ml of anhydrous tetrahydrofuran was stirred for 4 hours at room temperature while nitrogen was bubbled through the mixture. After additional stirring, a solution of 4.19 g (0.041 mole) of di-n-propylamine in 10 ml of anhydrous tetrahydrofuran was added dropwise and the mixture was stirred for about 17 hours under a nitrogen atmosphere. The solvent was evap... Procedure: A mixture of the obtained hydrochloride (100 mg), 3-{3-[2-(1H-benzoimidazol-1-yl)-4-(4-chlorophenyl)-5-oxazolyl]propionic acid (30 mg), 1-hydroxy-7-aza-1H-1,2,3-benzotriazole (22 mg), 1-ethyl-3-(3-dimethylaminopropyl)carbodiimide (29 mg) and N,N-dimethylformamide (0.5 ml) was stirred overnight at room temperature. To the reaction mixture was added 0.1N aqueous hydrochloric acid solution (1 ml) and the reaction mixture was extracted with ethyl acetate (2 ml). The organic layer was concentrated, i... Run in CN(C=O)C (N,N-dimethylformamide). Starting materials: Cl.FC(C1=CC=C(C=C1)N)(F)P(OCC)(OCC)=O (diethyl α,α-difluoro-4-amino-benzylphosphonate hydrochloride), N1(C=NC2=C1C=CC=C2)C=2OC(=C(N2)C2=CC=C(C=C2)Cl)CCC(=O)O (3-[2-(1H-benzoimidazol-1-yl)-4-(4-chlorophenyl)-5-oxazolyl]propionic acid), ON1N=NC2=C1N=CC=C2 (1-hydroxy-7-aza-1H-1,2,3-benzotriazole), C(C)N=C=NCCCN(C)C (1-ethyl-3-(3-dimethylaminopropyl)carbodiimide), Cl (hydrochloric acid). Product: N1(C=NC2=C1C=CC=C2)C=2OC(=C(N2)C2=CC=C(C=C2)Cl)CCC(=O)NC2=CC=C(C=C2)C(F)(F)P(=O)(OCC)OCC (3-[2-(1H-benzoimidazol-1-yl)-4-(4-chlorophenyl)-5-oxazolyl]-N-{4-[(diethylphosphono)(difluoro)methyl]phenyl}propionamide). Isolated yield 100.2%. Reaction conditions: time 8 hour. Reaction SMILES: Cl.[F:2][C:3]([P:12](=[O:19])([O:16][CH2:17][CH3:18])[O:13][CH2:14][CH3:15])([F:11])[C:4]1[CH:9]=[CH:8][C:7]([NH2:10])=[CH:6][CH:5]=1.[N:20]1([C:29]2[O:30][C:31]([CH2:41][CH2:42][C:43](O)=[O:44])=[C:32]([C:34]3[CH:39]=[CH:38][C:37]([Cl:40])=[CH:36][CH:35]=3)[N:33]=2)[C:24]2[CH:25]=[CH:26][CH:27]=[CH:28][C:23]=2[N:22]=[CH:21]1.ON1C2N=CC=CC=2N=N1.C(N=C=NCCCN(C)C)C.Cl>CN(C)C=O>[N:20]1([C:29]2[O:30][C:31]([CH2:41][CH2:42][C:43]([NH:10][C:7]3[CH:8]=[CH:9][C:4]([C:3]([P:12]([O:16][CH2:17][CH3:18])([O:13][CH2:14][CH3:15])=[O:19])([F:2])[F:11])=[CH:5][CH:6]=3)=[O:44])=[C:32]([C:34]3[CH:39]=[CH:38][C:37]([Cl:40])=[CH:36][CH:35]=3)[N:33]=2)[C:24]2[CH:25]=[CH:26][CH:27]=[CH:28][C:23]=2[N:22]=[CH:21]1 |f:0.1|. Starting materials: N1=C2C(=NC=C1)SC(=C2)CO (thieno[3,2-b]pyrazin-6-ylmethanol), [OH-].[Na+] (NaOH), P(Br)(Br)Br (phosphorus tribromide), O (Water). Solvent: C(Cl)Cl (CH2Cl2), C1CCOC1 (THF). Conditions: time 8 hour. Product: BrCC1=CC2=NC=CN=C2S1 (6-(bromomethyl)thieno[3,2-b]pyrazine). Isolated yield 63.3%. As a reaction SMILES: [N:1]1[CH:6]=[CH:5][N:4]=[C:3]2[S:7][C:8]([CH2:10]O)=[CH:9][C:2]=12.P(Br)(Br)[Br:13].O.[OH-].[Na+]>C(Cl)Cl.C1COCC1>[Br:13][CH2:10][C:8]1[S:7][C:3]2[C:2](=[N:1][CH:6]=[CH:5][N:4]=2)[CH:9]=1 |f:3.4|. Reported procedure: To a suspension of thieno[3,2-b]pyrazin-6-ylmethanol 87 (408 mg, 2.455 mmol) in CH2Cl2 (8 mL) and THF (8 mL) was added phosphorus tribromide (1/166 mL, 12.27 mmol) and stirred overnight at rt. Water was added, alkalized with 2N NaOH and extracted with EtOAc. Organic layer was washed with NaHCO3 (aq) solution, brine, dried and evaporated. Purification by chromatography (CH2CL2) gave pure 6-(bromomethyl)thieno[3,2-b]pyrazine 47 (356 mg, 63%). NMR (400 MHz, CDCl3) 4.80 (s, 2H), 7.71 (s, 1H), 8.49 (... RXN SMILES: [C:1]1([OH:7])[CH:6]=[CH:5][CH:4]=[CH:3][CH:2]=1.C=O.Cl>O>[CH2:1]=[O:7].[C:1]1([OH:7])[CH:6]=[CH:5][CH:4]=[CH:3][CH:2]=1 |f:4.5|. Run at temperature 85 celsius. Starting materials: C1(=CC=CC=C1)O (phenol), C=O (formaldehyde), C1(=CC=CC=C1)O (phenol), C=O (formaldehyde), Cl (hydrochloric acid). Yields the product C=O.C1(=CC=CC=C1)O (phenol-formaldehyde). Procedure: A mixture of 300 g of phenol, 220 g of a 37% aqueous formaldehyde solution (the molar ratio of phenol to formaldehyde being 1:0.85) and 0.3 ml of 35% concentrated hydrochloric acid was heated under reflux at 85° C. for 5 hours with stirring. Thereafter, the reaction mixture obtained was cooled and added dropwise to water with stirring. The resulting precipitate was filtered off and dissolved in a small amount of methanol. The methanol solution thus obtained was poured into a large amount of wate... Run in O (water), O (water).